From a dataset of the Open Reaction Database (ORD), a public repository of structured organic reaction records. describe an organic reaction: reactants, conditions, products, and yield Starting materials: IC1=C(C=CC=C1)CC(=O)OC (Methyl 2-(2-iodophenyl)acetate), Cu(I)I, C[Si](C)(C)C#C ((Trimethylsilyl)acetylene). The reagents and catalysts are Cl[Pd]([P](C1=CC=CC=C1)(C2=CC=CC=C2)C3=CC=CC=C3)([P](C4=CC=CC=C4)(C5=CC=CC=C5)C6=CC=CC=C6)Cl (PdCl2(PPh3)2). Run at time 16 hour. Product: C[Si](C)(C)C#CC1=C(C=CC=C1)CC(=O)OC (Methyl 2-(2-((trimethylsilyl)ethynyl)phenyl)acetate). Reaction SMILES: I[C:2]1[CH:7]=[CH:6][CH:5]=[CH:4][C:3]=1[CH2:8][C:9]([O:11][CH3:12])=[O:10].[CH3:13][Si:14]([C:17]#[CH:18])([CH3:16])[CH3:15]>Cl[Pd](Cl)([P](C1C=CC=CC=1)(C1C=CC=CC=1)C1C=CC=CC=1)[P](C1C=CC=CC=1)(C1C=CC=CC=1)C1C=CC=CC=1>[CH3:13][Si:14]([C:17]#[C:18][C:2]1[CH:7]=[CH:6][CH:5]=[CH:4][C:3]=1[CH2:8][C:9]([O:11][CH3:12])=[O:10])([CH3:16])[CH3:15] |^1:21,40|. Procedure details: Methyl 2-(2-iodophenyl)acetate (I9) (4.65 g, 16.8 mmol), PdCl2(PPh3)2 (295 mg, 421 μmol) and Cu(I)I (80.0 mg, 421 μmol) were placed into an oven dried reaction flask under nitrogen. (Trimethylsilyl)acetylene (2.80 mL, 20.2 mmol), dry degassed THF (20 mL) and triethylamine (20 mL) were added and the reaction mixture was stirred at room temperature for 16 hours. The volatiles were removed under reduced pressure to give a black residue which was adsorbed onto silica then chromatographed on silica g... Reactants: C(C)N(CC)[Si](C)(C)C (N,N-diethyltrimethylsilylamine), FC(S(=O)(=O)[O-])(F)F.C[NH+]1C(N(CC1)C)Cl (1,3-dimethyl-2-chloroimidazolidinium trifluoromethanesulfonate). Run in C(Cl)(Cl)Cl (chloroform). Conditions: temperature 45 celsius, time 30 minute. Yields the product FC(S(=O)(=O)[O-])(F)F.C[NH+]1C(N(CC1)C)N(CC)CC (1,3-dimethyl-2-diethylaminoimidazolidinium trifluoromethanesulfonate). The yield is 97.6%. Reaction SMILES: [CH2:1]([N:3]([Si](C)(C)C)[CH2:4][CH3:5])[CH3:2].[F:10][C:11]([F:17])([F:16])[S:12]([O-:15])(=[O:14])=[O:13].[CH3:18][NH+:19]1[CH2:23][CH2:22][N:21]([CH3:24])[CH:20]1Cl>C(Cl)(Cl)Cl>[F:10][C:11]([F:17])([F:16])[S:12]([O-:15])(=[O:14])=[O:13].[CH3:18][NH+:19]1[CH2:23][CH2:22][N:21]([CH3:24])[CH:20]1[N:3]([CH2:4][CH3:5])[CH2:1][CH3:2] |f:1.2,4.5|. Procedure details: 0.62 g (4.27 mmol) of N,N-diethyltrimethylsilylamine are added over the course of a few minutes at room temperature with stirring to 1.0 g (3.54 mmol) of 1,3-dimethyl-2-chloroimidazolidinium trifluoromethanesulfonate in 15 ml of chloroform. The reaction mixture is stirred for 30 minutes at room temperature and for 30 minutes at 40-50° C. The volatile constituents are distilled off, and the residue obtained is dried at 50° C. under reduced pressure (7.0 Pa), giving 1.11 g of 1,3-dimethyl-2-diethy... Starting materials: BrCc1ccc2c(c1)OCO2, CC(C)CCOCCCCOCCCCCCO, COCCOC, [H-], [Na+], O=S(=O)(O)O, c1ccncc1. Yields the product CC(C)CCOCCCCOCCCCCCOCc1ccc2c(c1)OCO2. RXN SMILES: [CH2:21]([c:22]1[cH:23][c:24]2[c:28]([cH:29][cH:30]1)[O:27][CH2:26][O:25]2)[Br:31].[CH2:3]([CH2:4][CH:5]([CH3:6])[CH3:7])[O:8][CH2:9][CH2:10][CH2:11][CH2:12][O:13][CH2:14][CH2:15][CH2:16][CH2:17][CH2:18][CH2:19][OH:20].[CH3:43][O:44][CH2:45][CH2:46][O:47][CH3:48].[H-:1].[Na+:2].[S:32](=[O:33])(=[O:34])([OH:35])[OH:36].[cH:37]1[cH:38][cH:39][n:40][cH:41][cH:42]1>>[CH2:3]([CH2:4][CH:5]([CH3:6])[CH3:7])[O:8][CH2:9][CH2:10][CH2:11][CH2:12][O:13][CH2:14][CH2:15][CH2:16][CH2:17][CH2:18][CH2:19][O:20][CH2:21][c:22]1[cH:23][c:24]2[c:28]([cH:29][cH:30]1)[O:27][CH2:26][O:25]2. Reactants: C(#N)C=1C=C(COC2=CC=C3CCCC(C3=C2)NC(OC(C)(C)C)=O)C=CC1 (tert-butyl 7-(3-cyanobenzyloxy)-1,2,3,4-tetrahydronaphthalen-1-ylcarbamate), Cl (HCl). Run in C(C)#N (acetonitrile), O1CCOCC1 (dioxane). Run at time 2 hour. The product is NC1CCCC=2C=CC(=CC12)OCC=1C=C(C#N)C=CC1 (3-{[(8-amino-5,6,7,8-tetrahydronaphthalen-2-yl)oxy]methyl}benzonitrile), Cl (HCl). As a reaction SMILES: [C:1]([C:3]1[CH:4]=[C:5]([CH:26]=[CH:27][CH:28]=1)[CH2:6][O:7][C:8]1[CH:17]=[C:16]2[C:11]([CH2:12][CH2:13][CH2:14][CH:15]2[NH:18]C(=O)OC(C)(C)C)=[CH:10][CH:9]=1)#[N:2].[ClH:29]>O1CCOCC1.C(#N)C>[NH2:18][CH:15]1[C:16]2[CH:17]=[C:8]([O:7][CH2:6][C:5]3[CH:4]=[C:3]([CH:28]=[CH:27][CH:26]=3)[C:1]#[N:2])[CH:9]=[CH:10][C:11]=2[CH2:12][CH2:13][CH2:14]1.[ClH:29]. Procedure details: The tert-butyl 7-(3-cyanobenzyloxy)-1,2,3,4-tetrahydronaphthalen-1-ylcarbamate (0.045 g) was taken up in 4 M HCl in dioxane (2 mL) at r.t. After stirring for 2 h. the reaction was concentrated under reduced pressure to give a residue. This residue was taken up in acetonitrile and reconcentrated under reduced pressure two times to give crude 3-{[(8-amino-5,6,7,8-tetrahydronaphthalen-2-yl)oxy]methyl}benzonitrile as HCl salt (0.035 g) as a solid residue. Starting materials: [OH-].[Na+] (sodium hydroxide), ClC1=CC(=C(C=C1N(S(=O)(=O)CC)S(=O)(=O)CC)C1=NN(C(=C1C)C#N)C)F (3-(4-chloro-2-fluoro-5-[(N,N-bisethanesulfonyl)amino]phenyl)-4-methyl-5-cyano-1-methyl-[1H]-pyrazole), ice water. Run in O1CCOCC1 (dioxane). Run at temperature 22 celsius, time 1 hour. Yields the product ClC1=CC(=C(C=C1NS(=O)(=O)CC)C1=NN(C(=C1C)C#N)C)F (3-(4-chloro-2-fluoro-5-ethanesulfonamidophenyl)-4-methyl-5-cyano-1-methyl-[1H]-pyrazole). As a reaction SMILES: [OH-].[Na+].[Cl:3][C:4]1[C:9]([N:10](S(CC)(=O)=O)[S:11]([CH2:14][CH3:15])(=[O:13])=[O:12])=[CH:8][C:7]([C:21]2[C:25]([CH3:26])=[C:24]([C:27]#[N:28])[N:23]([CH3:29])[N:22]=2)=[C:6]([F:30])[CH:5]=1>O1CCOCC1>[Cl:3][C:4]1[C:9]([NH:10][S:11]([CH2:14][CH3:15])(=[O:13])=[O:12])=[CH:8][C:7]([C:21]2[C:25]([CH3:26])=[C:24]([C:27]#[N:28])[N:23]([CH3:29])[N:22]=2)=[C:6]([F:30])[CH:5]=1 |f:0.1|. Reported procedure: 6.5 ml of 2N sodium hydroxide solution are added dropwise to a solution of 2.93 g of 3-(4-chloro-2-fluoro-5-[(N,N-bisethanesulfonyl)amino]phenyl)-4-methyl-5-cyano-1-methyl-[1H]-pyrazole (Example H10) in 15 ml of dioxane and the mixture is stirred for 1 hour at 22° C. The mixture is subsequently poured into ice/water mixture and extracted with ethyl acetate. The combined organic phases are washed with water and dried over sodium sulfate. After the mixture has been filtered and concentrated, 2.31 ... The reactants are OC1=C2CCCC2=CC=C1C=O (4-Hydroxy-indan-5-carbaldehyde), [H][H] (Hydrogen). The reagents and catalysts are [Pd] (Palladium-charcoal). Run in CO (Methanol). Run at time 8 hour. Product: CC1=C(C=2CCCC2C=C1)O (5-Methyl-indan-4-ol). Yield: 87.5%. As a reaction SMILES: [OH:1][C:2]1[C:10]([CH:11]=O)=[CH:9][CH:8]=[C:7]2[C:3]=1[CH2:4][CH2:5][CH2:6]2.[H][H]>CO.[Pd]>[CH3:11][C:10]1[CH:9]=[CH:8][C:7]2[CH2:6][CH2:5][CH2:4][C:3]=2[C:2]=1[OH:1]. Procedure details: To a solution of 4-Hydroxy-indan-5-carbaldehyde (5 gm) in Methanol (80 ml), 10% wt/wt Palladium-charcoal (500 mg) was added. The hydrogenation was carried out for 8 hours at 55-60° C. in an autoclave at 240-250 psi using Hydrogen gas. The reaction mixture was filtered through hyflow bed and distilled under vacuum to give 4.0 gm of title compound as a solid. The reactants are ClCCl, COc1cc(-c2nn(C3CCC(N4CCN(C)CC4)CC3)c3ncnc(N)c23)c(F)cc1N, O=C(Cl)C1CC1c1ccccc1, c1ccncc1. The product is COc1cc(-c2nn(C3CCC(N4CCN(C)CC4)CC3)c3ncnc(N)c23)c(F)cc1NC(=O)C1CC1c1ccccc1. As a reaction SMILES: [Cl:46][CH2:47][Cl:48].[NH2:13][c:14]1[cH:15][c:16]([F:45])[c:17](-[c:22]2[n:23][n:24]([CH:32]3[CH2:33][CH2:34][CH:35]([N:38]4[CH2:39][CH2:40][N:41]([CH3:44])[CH2:42][CH2:43]4)[CH2:36][CH2:37]3)[c:25]3[n:26][cH:27][n:28][c:29]([NH2:31])[c:30]23)[cH:18][c:19]1[O:20][CH3:21].[c:1]1([CH:7]2[CH:8]([C:10](=[O:11])[Cl:12])[CH2:9]2)[cH:2][cH:3][cH:4][cH:5][cH:6]1.[cH:49]1[cH:50][cH:51][n:52][cH:53][cH:54]1>>[c:1]1([CH:7]2[CH:8]([C:10](=[O:11])[NH:13][c:14]3[cH:15][c:16]([F:45])[c:17](-[c:22]4[n:23][n:24]([CH:32]5[CH2:33][CH2:34][CH:35]([N:38]6[CH2:39][CH2:40][N:41]([CH3:44])[CH2:42][CH2:43]6)[CH2:36][CH2:37]5)[c:25]5[n:26][cH:27][n:28][c:29]([NH2:31])[c:30]45)[cH:18][c:19]3[O:20][CH3:21])[CH2:9]2)[cH:2][cH:3][cH:4][cH:5][cH:6]1.